From a dataset of the Open Reaction Database (ORD), a public repository of structured organic reaction records. describe an organic reaction: reactants, conditions, products, and yield Starting materials: ClC1=C2N=C(N(C2=NC=N1)CCCC)CC1=C(C=CC(=C1)OC)OC (6-chloro-8-(2,5-dimethoxybenzyl)-N9-butyl purine), [NH4+].[OH-] (NH4OH). The solvent is O1CCOCC1 (dioxane). The product is COC1=C(CC=2N(C3=NC=NC(=C3N2)N)CCCC)C=C(C=C1)OC (8-(2,5-dimethoxybenzyl)-9-butyl adenine). RXN SMILES: Cl[C:2]1[N:10]=[CH:9][N:8]=[C:7]2[C:3]=1[N:4]=[C:5]([CH2:15][C:16]1[CH:21]=[C:20]([O:22][CH3:23])[CH:19]=[CH:18][C:17]=1[O:24][CH3:25])[N:6]2[CH2:11][CH2:12][CH2:13][CH3:14].[NH4+:26].[OH-]>O1CCOCC1>[CH3:25][O:24][C:17]1[CH:18]=[CH:19][C:20]([O:22][CH3:23])=[CH:21][C:16]=1[CH2:15][C:5]1[N:6]([CH2:11][CH2:12][CH2:13][CH3:14])[C:7]2[C:3]([N:4]=1)=[C:2]([NH2:26])[N:10]=[CH:9][N:8]=2 |f:1.2|. Reported procedure: To a solution of 6-chloro-8-(2,5-dimethoxybenzyl)-N9-butyl purine (1 mmol) in dioxane was added 28% NH4OH (50 mmol) and the mixture was then heated at 100 C in a seal tube for 48 h. Solvent was removed by azeotrope distillation with toluene. Purification on a silica gel column (see above) gave pure 8-(2,5-dimethoxybenzyl)-9-butyl adenine, 1.1. Rf=0.35 in 5% MeOH in EtOHAc. 1H NMR (DMSO-d6) δ 8.08 (s, 1H), 7.04 (br s, 2H), 6.94 (d, 1H), 6.80 (dd, 1H), 6.66 (d, 1H), 4.14 (s, 2H), 4.04 (t, 2H), 3.7... Product: ClC1=CC=C(C=C1)C12C(=C(C(CC1)O2)C(=O)OC)C(=O)OC (Dimethyl 1-(4-chlorophenyl)-7-oxabicyclo[2.2.1] hept-2-ene-2,3-dicarboxylate). Reported procedure: 2-(4-Chlorophenylfuran (2.3 g) and dimethyl acetylenedicarboxylate (1.54 ml) were subjected to Diels-Alder reaction in water (5.48 ml) as described in Example 53. The resulting adduct was dissolved in EtOAc (140 ml) and hydrogenated over Adam's platinum catalyst (100 mg) at room temperature and atmospheric pressure. The uptake of one equivalent of H2 required about 3 hours. The catalyst was removed by filtration and the solvent removed in-vacuo to provide a gummy product which was chromatographe... Reaction SMILES: [Cl:1][C:2]1[CH:7]=[CH:6][C:5]([C:8]2[O:9][CH:10]=[CH:11][CH:12]=2)=[CH:4][CH:3]=1.[C:13]([C:19]([O:21][CH3:22])=[O:20])#[C:14][C:15]([O:17][CH3:18])=[O:16]>O.CCOC(C)=O.[Pt]>[Cl:1][C:2]1[CH:3]=[CH:4][C:5]([C:8]23[O:9][CH:10]([CH2:11][CH2:12]2)[C:14]([C:15]([O:17][CH3:18])=[O:16])=[C:13]3[C:19]([O:21][CH3:22])=[O:20])=[CH:6][CH:7]=1. Reagents/catalysts: [Pt] (platinum). The solvent is O (water), CCOC(=O)C (EtOAc). Reactants: ClC1=CC=C(C=C1)C=1OC=CC1 (4-Chlorophenylfuran), C(#CC(=O)OC)C(=O)OC (dimethyl acetylenedicarboxylate). Reported procedure: Protocol T was followed using 4-Chloro-3-(4-Fluoro-phenyl)-5-methylsulfanyl-1H-pyrazole, K2CO3, 2-Chloro-1-[4-(4-fluoro-phenyl)-piperazin-1-yl]-ethanone and DMF. Column chromatography using a solvent mixture (hexane/ethyl acetate=2/3) afforded the title compound as white solid. 1H NMR (400 MHz, CDCl3): 7.46-7.5 (m, 2H), 7.12-7.18 (m, 2H), 6.96-7.1 (m, 2H), 6.88-6.92 (m, 2H), 4.86 (s, 2H), 3.72-3.78 (m, 2H), 3.56-3.62 (m, 2H), 3.06-3.18 (m, 4H), 2.54 (s, 3H). The product is ClC=1C(=NN(C1SC)CC(=O)N1CCN(CC1)C1=CC=C(C=C1)F)C1=CC=C(C=C1)F (2-[4-Chloro-3-(4-Fluoro-phenyl)-5-methylsulfanyl-pyrazol-1-yl]-1-[4-(4-fluoro-phenyl)-piperazin-1-yl]-ethanone). RXN SMILES: [Cl:1][C:2]1[C:3]([C:9]2[CH:14]=[CH:13][C:12]([F:15])=[CH:11][CH:10]=2)=[N:4][NH:5][C:6]=1[S:7][CH3:8].C([O-])([O-])=O.[K+].[K+].Cl[CH2:23][C:24]([N:26]1[CH2:31][CH2:30][N:29]([C:32]2[CH:37]=[CH:36][C:35]([F:38])=[CH:34][CH:33]=2)[CH2:28][CH2:27]1)=[O:25].CN(C=O)C>CCCCCC.C(OCC)(=O)C>[Cl:1][C:2]1[C:3]([C:9]2[CH:14]=[CH:13][C:12]([F:15])=[CH:11][CH:10]=2)=[N:4][N:5]([CH2:23][C:24]([N:26]2[CH2:27][CH2:28][N:29]([C:32]3[CH:37]=[CH:36][C:35]([F:38])=[CH:34][CH:33]=3)[CH2:30][CH2:31]2)=[O:25])[C:6]=1[S:7][CH3:8] |f:1.2.3,6.7|. Solvent: CCCCCC.C(C)(=O)OCC (hexane ethyl acetate). Reactants: ClC=1C(=NNC1SC)C1=CC=C(C=C1)F (4-Chloro-3-(4-Fluoro-phenyl)-5-methylsulfanyl-1H-pyrazole), CN(C)C=O (DMF), C(=O)([O-])[O-].[K+].[K+] (K2CO3), ClCC(=O)N1CCN(CC1)C1=CC=C(C=C1)F (2-Chloro-1-[4-(4-fluoro-phenyl)-piperazin-1-yl]-ethanone). Reactants: ClC1=C(C=CC=C1)NC1=C(C=NC=2N1N=CC2S(NCCOC)(=O)=O)C(=O)OCC (Ethyl 7-(2-chlorophenylamino)-3-[N-(2-methoxyethyl)sulfamoyl]pyrazolo[1,5-a]pyrimidine-6-carboxylate), FC1=CC=C(C=C1)C1CCNCC1 (4-(4-fluorophenyl)piperidine). Product: ClC1=C(C=CC=C1)NC1=C(C=NC=2N1N=CC2S(=O)(=O)NCCOC)C(=O)N2CCC(CC2)C2=CC=C(C=C2)F (7-(2-chlorophenylamino)-6-[4-(4-fluorophenyl)piperidine-1-carbonyl]-N-(2-methoxyethyl)pyrazolo[1,5-a]pyrimidine-3-sulfonamide). The yield is 16.6%. RXN SMILES: [Cl:1][C:2]1[CH:7]=[CH:6][CH:5]=[CH:4][C:3]=1[NH:8][C:9]1[N:14]2[N:15]=[CH:16][C:17]([S:18](=[O:25])(=[O:24])[NH:19][CH2:20][CH2:21][O:22][CH3:23])=[C:13]2[N:12]=[CH:11][C:10]=1[C:26]([O:28]CC)=O.[F:31][C:32]1[CH:37]=[CH:36][C:35]([CH:38]2[CH2:43][CH2:42][NH:41][CH2:40][CH2:39]2)=[CH:34][CH:33]=1>>[Cl:1][C:2]1[CH:7]=[CH:6][CH:5]=[CH:4][C:3]=1[NH:8][C:9]1[N:14]2[N:15]=[CH:16][C:17]([S:18]([NH:19][CH2:20][CH2:21][O:22][CH3:23])(=[O:24])=[O:25])=[C:13]2[N:12]=[CH:11][C:10]=1[C:26]([N:41]1[CH2:42][CH2:43][CH:38]([C:35]2[CH:34]=[CH:33][C:32]([F:31])=[CH:37][CH:36]=2)[CH2:39][CH2:40]1)=[O:28]. Procedure: Using ethyl 7-(2-chlorophenylamino)-3-[N-(2-methoxyethyl)sulfamoyl]pyrazolo[1,5-a]pyrimidine-6-carboxylate (0.459 g, 1.008 mmol) obtained in step 1 and 4-(4-fluorophenyl)piperidine (0.158 g, 0.881 mmol) instead of 4-phenylpiperidine, and in the same manner as in Example 1 step 4, the title compound (0.086 g, 15%) was obtained. Starting materials: ClC1=CC=C(S1)S(=O)(=O)Cl (5-chloro-thiophene-2-sulfonyl chloride), Cl.N[C@H](CO)[C@@H](C(F)(F)F)C ((2S,3S)-2-Amino-4,4,4-trifluoro-3-methyl-butan-1-ol HCl), CN1CCOCC1 (1-methylmorpholine), [Si](C)(C)(C)Cl (Me3SiCl). The reagents and catalysts are CN1CCNCC1 (1-methylpiperazine). Solvent: C(Cl)Cl (CH2Cl2). Reaction conditions: temperature 25 celsius, time 1 hour. Product: ClC1=CC=C(S1)S(=O)(=O)N[C@@H]([C@@H](C(F)(F)F)C)CO (5-Chloro-N-[(1S,2S)-3,3,3-trifluoro-1-(hydroxymethyl)-2-methylpropyl]thiophene-2-sulfonamide). The yield is 100.4%. RXN SMILES: Cl.[NH2:2][C@@H:3]([C@H:6]([CH3:11])[C:7]([F:10])([F:9])[F:8])[CH2:4][OH:5].CN1CCOCC1.[Si](Cl)(C)(C)C.[Cl:24][C:25]1[S:29][C:28]([S:30](Cl)(=[O:32])=[O:31])=[CH:27][CH:26]=1>CN1CCNCC1.C(Cl)Cl>[Cl:24][C:25]1[S:29][C:28]([S:30]([NH:2][C@H:3]([CH2:4][OH:5])[C@H:6]([CH3:11])[C:7]([F:10])([F:9])[F:8])(=[O:32])=[O:31])=[CH:27][CH:26]=1 |f:0.1|. Procedure details: (2S,3S)-2-Amino-4,4,4-trifluoro-3-methyl-butan-1-ol HCl (10) (385.5 g, 1.99 moles) was stirred with 3.8 L CH2Cl2 and 1007 g (9.96 mole, equivalents) 1-methylmorpholine was added with a wash of 200 mL CH2Cl2. At 20-30° C., Me3SiCl (443 g, 4.08 mole, 2.05 equivalents) was over 15-30 minutes. The solution was stirred for 1 h at 20-30° C., then cooled to 15-20° C. 454 g (2.09 moles, 1.05 equivalents) of 5-chloro-thiophene-2-sulfonyl chloride was added over 10-15 minutes at 18 to 24° C. and washed wi... Starting materials: CC1=CC(=NC=C1)C(C)NC(C=CC1=CC(=C(C=C1)[N+](=O)[O-])OCC1=CC=CC=C1)=O (4-methyl-2-[1-[3-benzyloxy-4-nitrocinnamoylamino)ethyl]pyridine), [H][H] (hydrogen). Reagents/catalysts: [Pd] (palladium on carbon). Solvent: CO (methanol), O1CCCC1 (tetrahydrofuran). Product: CC1=CC(=NC=C1)C(C)NC(CCC1=CC(=C(C=C1)N)O)=O (4-methyl-2-[1-{3-(4-amino-3-hydroxyphenyl)propionamido}ethyl]pyridine). Yield: 99.8%. Reaction SMILES: [CH3:1][C:2]1[CH:7]=[CH:6][N:5]=[C:4]([CH:8]([NH:10][C:11](=[O:31])[CH:12]=[CH:13][C:14]2[CH:19]=[CH:18][C:17]([N+:20]([O-])=O)=[C:16]([O:23]CC3C=CC=CC=3)[CH:15]=2)[CH3:9])[CH:3]=1.[H][H]>[Pd].CO.O1CCCC1>[CH3:1][C:2]1[CH:7]=[CH:6][N:5]=[C:4]([CH:8]([NH:10][C:11](=[O:31])[CH2:12][CH2:13][C:14]2[CH:19]=[CH:18][C:17]([NH2:20])=[C:16]([OH:23])[CH:15]=2)[CH3:9])[CH:3]=1. Procedure details: A mixture of 4-methyl-2-[1-[3-benzyloxy-4-nitrocinnamoylamino)ethyl]pyridine (12.5 g) and 10% palladium on carbon (2 g) in a mixture of methanol (250 ml) and tetrahydrofuran (100 ml) was hydrogenated under one atmospheric pressure of hydrogen gas at ambient temperature for 4 hours. Insoluble material was filtered off, and the filtrate was evaporated in vacuo to give 4-methyl-2-[1-{3-(4-amino-3-hydroxyphenyl)propionamido}ethyl]pyridine (8.95 g). Reactants: [BH4-], CO, COc1cnc(C=O)c(OC)n1, [Na+]. Reaction SMILES: [BH4-:13].[CH3:15][OH:16].[CH3:1][O:2][c:3]1[c:4]([CH:11]=[O:12])[n:5][cH:6][c:7]([O:9][CH3:10])[n:8]1.[Na+:14]>>[CH3:1][O:2][c:3]1[c:4]([CH2:11][OH:12])[n:5][cH:6][c:7]([O:9][CH3:10])[n:8]1. Yields the product COc1cnc(CO)c(OC)n1.